Dataset: the Open Reaction Database (ORD), a public repository of structured organic reaction records. Task: describe an organic reaction: reactants, conditions, products, and yield Starting materials: O (water), CN1CCC(CC1)=C1C2=C(CCC3=C1C=NC=C3)C=CC=C2 (11-(1-methyl-4-piperidylidene)-6,11-dihydro-5H-benzo[5,6]cyclohepta [1,2-c]pyridine), N#CBr (cyanogen bromide). The solvent is C1=CC=CC=C1 (benzene), C1=CC=CC=C1 (benzene). The product is C(#N)N1CCC(CC1)=C1C2=C(CCC3=C1C=NC=C3)C=CC=C2 (11-(1-CYANO-4-PIPERIDYLIDENE)-6,11-DIHYDRO-5H-BENZO[5,6]CYCLOHEPTA[1,2-c]PYRIDINE). The yield is 36.9%. RXN SMILES: [CH3:1][N:2]1[CH2:7][CH2:6][C:5](=[C:8]2[C:14]3[CH:15]=[N:16][CH:17]=[CH:18][C:13]=3[CH2:12][CH2:11][C:10]3[CH:19]=[CH:20][CH:21]=[CH:22][C:9]2=3)[CH2:4][CH2:3]1.[N:23]#CBr.O>C1C=CC=CC=1>[C:1]([N:2]1[CH2:3][CH2:4][C:5](=[C:8]2[C:14]3[CH:15]=[N:16][CH:17]=[CH:18][C:13]=3[CH2:12][CH2:11][C:10]3[CH:19]=[CH:20][CH:21]=[CH:22][C:9]2=3)[CH2:6][CH2:7]1)#[N:23]. Reported procedure: To a solution of 400 mg (1.35 mmole) of 11-(1-methyl-4-piperidylidene)-6,11-dihydro-5H-benzo[5,6]cyclohepta [1,2-c]pyridine in 5.0 mL of benzene at room temperature and under an argon atmosphere was added dropwise a solution of 168 mg (1.59 mmole) of cyanogen bromide in 4 mL of benzene. After 30 min. the mixture was poured into water and extracted once with EtOAc. The organic layer was isolated, washed once with brine, dried over Na2SO4, filtered, and concentrated in vacuo. The residue was purif... Reactants: OC1CC(N(C(C1)(C)C)OCCCCCCCC)(C)C (4-hydroxy-1-octyloxy-2,2,6,6-tetramethylpiperidine), [H-].[Na+] (sodium hydride), CS(=O)C (dimethyl sulfoxide), C(Cl)C1CO1 (epichlorohydrin). Solvent: O1CCCC1 (tetrahydrofuran), O1CCCC1 (tetrahydrofuran). Product: C(CCCCCCC)ON1C(CC(CC1(C)C)OCC1CO1)(C)C (1-(1-Octyloxy-2,2,6,6-tetramethylpiperidin-4-yloxy)-2,3-epoxypropane). Yield: 16.3%. Reaction SMILES: [OH:1][CH:2]1[CH2:7][C:6]([CH3:9])([CH3:8])[N:5]([O:10][CH2:11][CH2:12][CH2:13][CH2:14][CH2:15][CH2:16][CH2:17][CH3:18])[C:4]([CH3:20])([CH3:19])[CH2:3]1.[H-].[Na+].CS(C)=O.[CH2:27]([CH:29]1[O:31][CH2:30]1)Cl>O1CCCC1>[CH2:11]([O:10][N:5]1[C:6]([CH3:8])([CH3:9])[CH2:7][CH:2]([O:1][CH2:27][CH:29]2[O:31][CH2:30]2)[CH2:3][C:4]1([CH3:19])[CH3:20])[CH2:12][CH2:13][CH2:14][CH2:15][CH2:16][CH2:17][CH3:18] |f:1.2|. Procedure: A mixture of 20.0 grams (70 mmol) of 4-hydroxy-1-octyloxy-2,2,6,6-tetramethylpiperidine (prepared in Example 5), 1.68 gram (70 mmol) of sodium hydride, 2 ml of dimethyl sulfoxide, and 150 ml of tetrahydrofuran is heated at reflux for three hours. The reaction mixture is cooled to room temperature, and a solution of 6.5 grams (70 mmol) of epichlorohydrin in 50 ml of tetrahydrofuran is added over a 5-minute period. The reaction mixture is stirred sixteen hours at room temperature and then partitio... The reactants are CN(c1cc(NC(=O)OC(C)(C)C)c(NC(=O)CC(=O)c2cccc(-c3cccnc3)c2)cc1C(F)(F)F)C1CC1, ClCCl, O=C(O)C(F)(F)F. The product is CN(c1cc2c(cc1C(F)(F)F)NC(=O)CC(c1cccc(-c3cccnc3)c1)=N2)C1CC1. As a reaction SMILES: [C:1]([O:2][C:3](=[O:4])[NH:7][c:8]1[c:9]([NH:23][C:24]([CH2:25][C:26](=[O:5])[c:27]2[cH:28][c:29](-[c:33]3[cH:34][n:35][cH:36][cH:37][cH:38]3)[cH:30][cH:31][cH:32]2)=[O:40])[cH:10][c:11]([C:19]([F:20])([F:21])[F:22])[c:12]([N:14]([CH3:15])[CH:16]2[CH2:17][CH2:18]2)[cH:13]1)([CH3:6])([CH3:39])[CH3:41].[Cl:49][CH2:50][Cl:51].[F:42][C:43]([F:44])([F:45])[C:46]([OH:47])=[O:48]>>[N:7]1=[C:26]([c:27]2[cH:28][c:29](-[c:33]3[cH:34][n:35][cH:36][cH:37][cH:38]3)[cH:30][cH:31][cH:32]2)[CH2:25][C:24](=[O:40])[NH:23][c:9]2[c:8]1[cH:13][c:12]([N:14]([CH3:15])[CH:16]1[CH2:17][CH2:18]1)[c:11]([C:19]([F:20])([F:21])[F:22])[cH:10]2. Reactants: C(C)N(CCCN1N=C(C2=CC=CC=C12)NCCCN(CC)CC)CC (1-(3-diethylaminopropyl)-3-(3-diethylaminopropylamino)indazole), Cl (hydrogen chloride), C(C)OCC (diethyl ether). The solvent is C(C)O (ethyl alcohol). The product is Cl.Cl.C(C)N(CCCN1N=C(C2=CC=CC=C12)NCCCN(CC)CC)CC (1-(3-diethylaminopropyl)-3-(3-diethylaminopropylamino)indazole dihydrochloride). RXN SMILES: [CH2:1]([N:3]([CH2:25][CH3:26])[CH2:4][CH2:5][CH2:6][N:7]1[C:15]2[C:10](=[CH:11][CH:12]=[CH:13][CH:14]=2)[C:9]([NH:16][CH2:17][CH2:18][CH2:19][N:20]([CH2:23][CH3:24])[CH2:21][CH3:22])=[N:8]1)[CH3:2].[ClH:27].C(OCC)C>C(O)C>[ClH:27].[ClH:27].[CH2:25]([N:3]([CH2:1][CH3:2])[CH2:4][CH2:5][CH2:6][N:7]1[C:15]2[C:10](=[CH:11][CH:12]=[CH:13][CH:14]=2)[C:9]([NH:16][CH2:17][CH2:18][CH2:19][N:20]([CH2:21][CH3:22])[CH2:23][CH3:24])=[N:8]1)[CH3:26] |f:4.5.6|. Procedure: In 50 ml of absolute ethyl alcohol was dissolved 3.0 g of 1-(3-diethylaminopropyl)-3-(3-diethylaminopropylamino)indazole and into the solution was introduced dried hydrogen chloride gas under cooling with ice. Anhydrous diethyl ether was added to the solution to separate crystals. Then the crystals were obtained by filtration and dried to give 1-(3-diethylaminopropyl)-3-(3-diethylaminopropylamino)indazole dihydrochloride.